From a dataset of the Open Reaction Database (ORD), a public repository of structured organic reaction records. describe an organic reaction: reactants, conditions, products, and yield Reactants: C1(=CC=CC=C1)C(C(=O)O)CCCCCC (phenyloctanoic acid), B#B (diborane), O1CCCC1 (tetrahydrofuran), O1CCCC1 (tetrahydrofuran). Yields the product C1(=CC=CC=C1)CCCCCCCCO (8-phenyloctanol). Reaction SMILES: [C:1]1([CH:7]([CH2:11][CH2:12][CH2:13][CH2:14][CH2:15][CH3:16])C(O)=O)[CH:6]=[CH:5][CH:4]=[CH:3][CH:2]=1.B#B.[O:19]1CCC[CH2:20]1>>[C:1]1([CH2:7][CH2:11][CH2:12][CH2:13][CH2:14][CH2:15][CH2:16][CH2:20][OH:19])[CH:2]=[CH:3][CH:4]=[CH:5][CH:6]=1. Procedure: A solution of 8 phenyloctanoic acid (19.8 mmoles in sieve dried tetrahydrofuran (5 ml) was reduced with diborane in tetrahydrofuran (30 ml, 29.1 mmoles) at 0° C. for 4 hours to give 8-phenyloctanol. To an ice cold solution of the octanol (ca. 19.8 mmoles) and carbon tetrabromide (21.98 mmoles) in methylene chloride (50 ml) was added triphenylphosphine (22.30 mmoles) in methylene chloride (50 ml) and the resulting solution was stirred for 2.5 hours. The volatiles were evaporated and the residue w... Reactants: BrCc1ccccc1, CN(C)C=O, [H-], [Na+], CC(C)(C)OC(=O)N1CCc2ccc(S(=O)(=O)c3cccc(O)c3)cc2CC1. Yields the product CC(C)(C)OC(=O)N1CCc2ccc(S(=O)(=O)c3cccc(OCc4ccccc4)c3)cc2CC1. RXN SMILES: [Br:31][CH2:32][c:33]1[cH:34][cH:35][cH:36][cH:37][cH:38]1.[CH3:39][N:40]([CH3:41])[CH:42]=[O:43].[H-:29].[Na+:30].[OH:1][c:2]1[cH:3][c:4]([S:8](=[O:9])(=[O:10])[c:11]2[cH:12][c:13]3[c:14]([cH:27][cH:28]2)[CH2:15][CH2:16][N:17]([C:20](=[O:21])[O:22][C:23]([CH3:24])([CH3:25])[CH3:26])[CH2:18][CH2:19]3)[cH:5][cH:6][cH:7]1>>[O:1]([c:2]1[cH:3][c:4]([S:8](=[O:9])(=[O:10])[c:11]2[cH:12][c:13]3[c:14]([cH:27][cH:28]2)[CH2:15][CH2:16][N:17]([C:20](=[O:21])[O:22][C:23]([CH3:24])([CH3:25])[CH3:26])[CH2:18][CH2:19]3)[cH:5][cH:6][cH:7]1)[CH2:32][c:33]1[cH:34][cH:35][cH:36][cH:37][cH:38]1. Starting materials: C[Si](C)(C)OC1=C(C=C(C=C1Cl)I)Cl (2,6-dichloro-4-iodophenyl trimethylsilyl ether), O1C=CC=C1 (furan). Yields the product ClC1=C(C(=CC(=C1)C=1OC=CC1)Cl)O (2,6-Dichloro-4-(2-furanyl)phenol). Isolated yield 52.0%. Reaction SMILES: C[Si]([O:5][C:6]1[C:11]([Cl:12])=[CH:10][C:9](I)=[CH:8][C:7]=1[Cl:14])(C)C.[O:15]1[CH:19]=[CH:18][CH:17]=[CH:16]1>>[Cl:14][C:7]1[CH:8]=[C:9]([C:16]2[O:15][CH:19]=[CH:18][CH:17]=2)[CH:10]=[C:11]([Cl:12])[C:6]=1[OH:5]. Reported procedure: 2,6-Dichloro-4-(2-furanyl)phenol [IV; R1 =2-Cl, R2 =6-Cl, Het=2-furanyl] was prepared from 2,6-dichloro-4-iodophenyl trimethylsilyl ether and furan according to the procedure of Example 1(b), and was obtained in 52% yield as a light brown solid, m.p. 68-70° C.